This data is from the Open Reaction Database (ORD), a public repository of structured organic reaction records. The task is: describe an organic reaction: reactants, conditions, products, and yield Reactants: CCCCCCCCC=CCCCCCCCCO, ClCCl, O=[Cr](=O)([O-])Cl, c1cc[nH+]cc1. Product: CCCCCCCCC=CCCCCCCCC=O. Reaction SMILES: [CH2:12]([CH2:13][CH2:14][CH2:15][CH2:16][CH2:17][CH2:18][CH2:19][CH:20]=[CH:21][CH2:22][CH2:23][CH2:24][CH2:25][CH2:26][CH2:27][CH2:28][CH3:29])[OH:30].[Cl:31][CH2:32][Cl:33].[O:1]=[Cr:2]([Cl:3])([O-:4])=[O:5].[nH+:6]1[cH:7][cH:8][cH:9][cH:10][cH:11]1>>[CH:12]([CH2:13][CH2:14][CH2:15][CH2:16][CH2:17][CH2:18][CH2:19][CH:20]=[CH:21][CH2:22][CH2:23][CH2:24][CH2:25][CH2:26][CH2:27][CH2:28][CH3:29])=[O:30]. Reactants: COC(=O)C1(CNC(=O)OC(C)(C)C)CC12CCCCC2, [Li+], [OH-], O, O. Yields the product CC(C)(C)OC(=O)NCC1(C(=O)O)CC12CCCCC2. RXN SMILES: [CH3:1][O:2][C:3](=[O:4])[C:5]1([CH2:13][NH:14][C:15](=[O:16])[O:17][C:18]([CH3:19])([CH3:20])[CH3:21])[CH2:6][C:7]12[CH2:8][CH2:9][CH2:10][CH2:11][CH2:12]2.[Li+:24].[OH-:23].[OH2:22].[OH2:25]>>[O:2]=[C:3]([OH:4])[C:5]1([CH2:13][NH:14][C:15](=[O:16])[O:17][C:18]([CH3:19])([CH3:20])[CH3:21])[CH2:6][C:7]12[CH2:8][CH2:9][CH2:10][CH2:11][CH2:12]2.